From a dataset of the Open Reaction Database (ORD), a public repository of structured organic reaction records. describe an organic reaction: reactants, conditions, products, and yield Starting materials: FC=1C=CC(=NC1)N (5-Fluoro-pyridin-2-ylamine), C(C)(=O)O (acetic acid), BrBr (bromine), C(C)(=O)O (acetic acid). The product is BrC=1C(=NC=C(C1)F)N (3-bromo-5-fluoro-pyridine-2-ylamine). RXN SMILES: [F:1][C:2]1[CH:3]=[CH:4][C:5]([NH2:8])=[N:6][CH:7]=1.C(O)(=O)C.[Br:13]Br>>[Br:13][C:4]1[C:5]([NH2:8])=[N:6][CH:7]=[C:2]([F:1])[CH:3]=1. Reported procedure: To a solution of 5-Fluoro-pyridin-2-ylamine (3.00 g, 26.8 mmol) in acetic acid (30.0 mL, 528 mmol) at 80° C. was added bromine (5.50 mL, 107 mmol) in acetic acid (5.50 mL, 96.7 mmol). The temperature was maintained for one hour. The reaction was poured over ice, neutralized, and extracted with EtOAc. The organic layer was purified with ISCO silica gel chromatography to afford 3-bromo-5-fluoro-pyridine-2-ylamine. 6-Fluoro-8-bromo-[1,2,4]triazolo[1,5-a]pyridin-2-ylamine was prepared from 3-bromo-5...